This data is from the Open Reaction Database (ORD), a public repository of structured organic reaction records. The task is: describe an organic reaction: reactants, conditions, products, and yield Reactants: CC[SiH](CC)CC, Cc1c(C(O)C(N)=O)c2cc([N+](=O)[O-])ccc2n1Cc1ccccc1, O=C(O)C(F)(F)F. Yields the product Cc1c(CC(N)=O)c2cc([N+](=O)[O-])ccc2n1Cc1ccccc1. RXN SMILES: [CH2:26]([SiH:27]([CH2:28][CH3:29])[CH2:30][CH3:31])[CH3:32].[CH3:1][c:2]1[n:3]([CH2:19][c:20]2[cH:21][cH:22][cH:23][cH:24][cH:25]2)[c:4]2[cH:5][cH:6][c:7]([N+:16](=[O:17])[O-:18])[cH:8][c:9]2[c:10]1[CH:11]([C:12](=[O:13])[NH2:14])[OH:15].[OH:33][C:34]([C:35]([F:36])([F:37])[F:38])=[O:39]>>[CH3:1][c:2]1[n:3]([CH2:19][c:20]2[cH:21][cH:22][cH:23][cH:24][cH:25]2)[c:4]2[cH:5][cH:6][c:7]([N+:16](=[O:17])[O-:18])[cH:8][c:9]2[c:10]1[CH2:11][C:12](=[O:13])[NH2:14]. As a reaction SMILES: [NH:1]1[C:10]2[C:5](=[CH:6][CH:7]=[CH:8][CH:9]=2)[C:4](=[O:11])[NH:3][C:2]1=O.CN(C)C1C=CC=CC=1.P(Cl)(Cl)([Cl:24])=O>>[Cl:24][C:2]1[N:3]=[C:4]([OH:11])[C:5]2[C:10](=[CH:9][CH:8]=[CH:7][CH:6]=2)[N:1]=1. The reactants are N1C(NC(C2=CC=CC=C12)=O)=O (quinazoline-2,4-dione), CN(C1=CC=CC=C1)C (N,N-dimethyl-aniline), P(=O)(Cl)(Cl)Cl (phosphoryl chloride). Reported procedure: A mixture of 300 g of the product of Step A, 150 ml of N,N-dimethyl-aniline and 1 liter of phosphoryl chloride was refluxed for 51/2 hours and was cooled and poured with vigorous stirring onto crushed ice. The mixture was filtered and the product was washed with ice water until the wash water was neutral. The product was added with stirring to 2.25 liters of 2 N aqueous sodium hydroxide and the mixture was stirred for about 3 hours until complete dissolution occured. The mixture was filtered and... Product: ClC1=NC2=CC=CC=C2C(=N1)O (2-chloro-4-hydroxy-quinazoline).